Dataset: the Open Reaction Database (ORD), a public repository of structured organic reaction records. Task: describe an organic reaction: reactants, conditions, products, and yield The reactants are CS(=O)(=O)OS(=O)(=O)C (methanesulfonic anhydride), [Br-].[Li+] (lithium bromide), N1=C(C=CC=C1C)C (2,6-lutidine), FC=1C=CC\2=C(OCC3=C(/C2=C(\C#N)/C)C=CC(=C3)CO)C1 ((E)-2-[3-fluoro-8-(hydroxymethyl)dibenzo[b,e]oxepin-11(6H)-ylidene]propanenitrile). Solvent: C1CCOC1 (THF), O (water). Reaction conditions: time 13 hour. Yields the product BrCC1=CC2=C(/C(/C3=C(OC2)C=C(C=C3)F)=C(\C#N)/C)C=C1 ((E)-2-[8-(bromomethyl)-3-fluorodibenzo[b,e]oxepin-11(6H)-ylidene]propanenitrile). The yield is 83.1%. RXN SMILES: [F:1][C:2]1[CH:3]=[CH:4][C:5]2=[C:6]([CH:22]=1)[O:7][CH2:8][C:9]1[CH:19]=[C:18]([CH2:20]O)[CH:17]=[CH:16][C:10]=1/[C:11]/2=[C:12](/[CH3:15])\[C:13]#[N:14].CS(OS(C)(=O)=O)(=O)=O.[Br-:32].[Li+].N1C(C)=CC=CC=1C>C1COCC1.O>[Br:32][CH2:20][C:18]1[CH:17]=[CH:16][C:10]2/[C:11](=[C:12](/[CH3:15])\[C:13]#[N:14])/[C:5]3[CH:4]=[CH:3][C:2]([F:1])=[CH:22][C:6]=3[O:7][CH2:8][C:9]=2[CH:19]=1 |f:2.3|. Procedure details: [step 6] (E)-2-[3-fluoro-8-(hydroxymethyl)dibenzo[b,e]oxepin-11(6H)-ylidene]propanenitrile (13.3 g, 45.0 mmol) obtained in step 5 was dissolved in THF (450 mL), methanesulfonic anhydride (19.6 g, 112.6 mmol), lithium bromide (23.5 g, 270.2 mmol) and 2,6-lutidine (31.5 mL, 270.2 mmol) were added, and the mixture was stirred at room temperature for 13 hr. To the mixture was added water (200 mL), and the mixture was extracted 3 times with ethyl acetate. The combined organic layers were washed with ... Reactants: 9, N1N=NN=C1C1=CC=C(C=O)C=C1 (4-(tetrazol-5-yl)-benzaldehyde), C=C(C)C (isobutene), CS(=O)(=O)O (methanesulfonic acid). Run in C1(=CC=CC=C1)C (toluene), C(C)(=O)OCC (ethyl acetate). The product is C(C)(C)(C)N1N=C(N=N1)C1=CC=C(C=O)C=C1 (4-(2-tert-butyl-tetrazol-5-yl)-benzaldehyde). Reaction SMILES: [NH:1]1[C:5]([C:6]2[CH:13]=[CH:12][C:9]([CH:10]=[O:11])=[CH:8][CH:7]=2)=[N:4][N:3]=[N:2]1.[CH2:14]=[C:15]([CH3:17])[CH3:16].CS(O)(=O)=O>C1(C)C=CC=CC=1.C(OCC)(=O)C>[C:15]([N:3]1[N:2]=[N:1][C:5]([C:6]2[CH:7]=[CH:8][C:9]([CH:10]=[O:11])=[CH:12][CH:13]=2)=[N:4]1)([CH3:17])([CH3:16])[CH3:14]. Procedure details: In an autoclave, 5.0 9 (28.7 mmol) of 4-(tetrazol-5-yl)-benzaldehyde (Step 35.1) in 33 ml of toluene are heated at 110° C. for 2 hours with -2.4 g of isobutene and 377 μl of methanesulfonic acid. When cold the reaction mixture is diluted with 50 ml of ethyl acetate, washed twice with sat. NaHCO3 solution, once with water and brine, dried (Na2SO4) and concentrated by evaporation. Crystallization from ethanol yields 4-(2-tert-butyl-tetrazol-5-yl)-benzaldehyde; 1H-NMR (DMSO-d6) 10.11 (s, HCO), 8.31... The reactants are CNC(=O)C1=CC2(CCOCC2)Oc2ccc([N+](=O)[O-])cc21, CI, CN(C)C=O, [H-], [Na+], O. Product: CN(C)C(=O)C1=CC2(CCOCC2)Oc2ccc([N+](=O)[O-])cc21. Reaction SMILES: [CH3:1][NH:2][C:3](=[O:4])[C:5]1=[CH:6][C:7]2([O:8][c:9]3[c:10]1[cH:11][c:12]([N+:15](=[O:16])[O-:17])[cH:13][cH:14]3)[CH2:18][CH2:19][O:20][CH2:21][CH2:22]2.[CH3:23][I:24].[CH3:25][N:26]([CH3:27])[CH:28]=[O:29].[H-:30].[Na+:31].[OH2:32]>>[CH3:1][N:2]([C:3](=[O:4])[C:5]1=[CH:6][C:7]2([O:8][c:9]3[c:10]1[cH:11][c:12]([N+:15](=[O:16])[O-:17])[cH:13][cH:14]3)[CH2:18][CH2:19][O:20][CH2:21][CH2:22]2)[CH3:25]. Starting materials: C1CCOC1, Cc1ccccc1, COC(=O)C1(NC(=O)c2ccc(OC)c(-c3cccc(C(C)C)c3)c2)Cc2ccccc2C1, CC(C)c1cccc(B(O)O)c1, [Cs+], [F-], [Li+], CN(C)C=O, [OH-], O, c1ccc(P(c2ccccc2)(c2ccccc2)[Pd](P(c2ccccc2)(c2ccccc2)c2ccccc2)(P(c2ccccc2)(c2ccccc2)c2ccccc2)P(c2ccccc2)(c2ccccc2)c2ccccc2)cc1. Yields the product COc1ccc(C(=O)NC2(C(=O)O)Cc3ccccc3C2)cc1-c1cccc(C(C)C)c1. As a reaction SMILES: [CH2:55]1[O:56][CH2:57][CH2:58][CH2:59]1.[CH3:138][c:139]1[cH:140][cH:141][cH:142][cH:143][cH:144]1.[CH3:15][O:16][C:17](=[O:18])[C:19]1([NH:28][C:29](=[O:30])[c:31]2[cH:32][c:33](-[c:39]3[cH:40][c:41]([CH:45]([CH3:46])[CH3:47])[cH:42][cH:43][cH:44]3)[c:34]([O:37][CH3:38])[cH:35][cH:36]2)[CH2:20][c:21]2[cH:22][cH:23][cH:24][cH:25][c:26]2[CH2:27]1.[CH:1]([c:2]1[cH:3][c:4]([B:5]([OH:6])[OH:7])[cH:8][cH:9][cH:10]1)([CH3:11])[CH3:12].[Cs+:14].[F-:13].[Li+:48].[O:50]=[CH:51][N:52]([CH3:53])[CH3:54].[OH-:49].[OH2:60].[cH:61]1[cH:62][cH:63][c:64]([P:65]([Pd:66]([P:67]([c:68]2[cH:69][cH:70][cH:71][cH:72][cH:73]2)([c:74]2[cH:75][cH:76][cH:77][cH:78][cH:79]2)[c:80]2[cH:81][cH:82][cH:83][cH:84][cH:85]2)([P:86]([c:87]2[cH:88][cH:89][cH:90][cH:91][cH:92]2)([c:93]2[cH:94][cH:95][cH:96][cH:97][cH:98]2)[c:99]2[cH:100][cH:101][cH:102][cH:103][cH:104]2)[P:105]([c:106]2[cH:107][cH:108][cH:109][cH:110][cH:111]2)([c:112]2[cH:113][cH:114][cH:115][cH:116][cH:117]2)[c:118]2[cH:119][cH:120][cH:121][cH:122][cH:123]2)([c:124]2[cH:125][cH:126][cH:127][cH:128][cH:129]2)[c:130]2[cH:131][cH:132][cH:133][cH:134][cH:135]2)[cH:136][cH:137]1>>[O:16]=[C:17]([OH:18])[C:19]1([NH:28][C:29](=[O:30])[c:31]2[cH:32][c:33](-[c:39]3[cH:40][c:41]([CH:45]([CH3:46])[CH3:47])[cH:42][cH:43][cH:44]3)[c:34]([O:37][CH3:38])[cH:35][cH:36]2)[CH2:20][c:21]2[cH:22][cH:23][cH:24][cH:25][c:26]2[CH2:27]1. Starting materials: CC(CC1(C(N(CC1)CCC1=CC=CC=C1)=O)C(C(=O)OC(C)(C)C)CCSC=1SC=CC1)C (tert-butyl 3-(2-methylpropyl)-2-oxo-1-(2-phenylethyl)-α-[2-(2-thienylthio)ethyl]-3-pyrrolidineacetate), FC(C(=O)O)(F)F (trifluoroacetic acid). Run in C(Cl)Cl (CH2Cl2). Product: CC(CC1(C(N(CC1)CCC1=CC=CC=C1)=O)C(C(=O)O)CCSC=1SC=CC1)C (3-(2-Methylpropyl)-2-oxo-1-(2-phenylethyl)-α-[2-(2-thienylthio)ethyl]-3-pyrrolidineacetic Acid). Isolated yield 95.6%. RXN SMILES: [CH3:1][CH:2]([CH3:34])[CH2:3][C:4]1([CH:18]([CH2:26][CH2:27][S:28][C:29]2[S:30][CH:31]=[CH:32][CH:33]=2)[C:19]([O:21]C(C)(C)C)=[O:20])[CH2:8][CH2:7][N:6]([CH2:9][CH2:10][C:11]2[CH:16]=[CH:15][CH:14]=[CH:13][CH:12]=2)[C:5]1=[O:17].FC(F)(F)C(O)=O>C(Cl)Cl>[CH3:1][CH:2]([CH3:34])[CH2:3][C:4]1([CH:18]([CH2:26][CH2:27][S:28][C:29]2[S:30][CH:31]=[CH:32][CH:33]=2)[C:19]([OH:21])=[O:20])[CH2:8][CH2:7][N:6]([CH2:9][CH2:10][C:11]2[CH:16]=[CH:15][CH:14]=[CH:13][CH:12]=2)[C:5]1=[O:17]. Procedure: A solution of tert-butyl 3-(2-methylpropyl)-2-oxo-1-(2-phenylethyl)-α-[2-(2-thienylthio)ethyl]-3-pyrrolidineacetate (338 mg, 0.674 mmol), trifluoroacetic acid (3 mL), and CH2Cl2 (3 mL) is stirred at 0° C. for 15 minutes and at room temperature for 1.5 hour. Concentration and aqueous workup (CH2Cl2, MgSO4) gives 287 mg (96%) of the title compound as a colorless oil. The reactants are COC(=O)C(=O)c1ccccc1C, Cl, ClC(Cl)(Cl)Cl. Yields the product COC(=O)C(=O)c1ccccc1CCl. RXN SMILES: [CH3:1][c:2]1[c:3]([C:8]([C:9](=[O:10])[O:11][CH3:12])=[O:13])[cH:4][cH:5][cH:6][cH:7]1.[Cl:14].[Cl:15][C:16]([Cl:17])([Cl:18])[Cl:19]>>[CH2:1]([c:2]1[c:3]([C:8]([C:9](=[O:10])[O:11][CH3:12])=[O:13])[cH:4][cH:5][cH:6][cH:7]1)[Cl:15]. Reactants: COc1nc2ccccc2nc1NC(=O)Oc1ccccc1, Cc1cc(C)cc(N2CCNCC2)c1. Product: COc1nc2ccccc2nc1NC(=O)N1CCN(c2cc(C)cc(C)c2)CC1. Reaction SMILES: [CH3:1][O:2][c:3]1[n:4][c:5]2[cH:6][cH:7][cH:8][cH:9][c:10]2[n:11][c:12]1[NH:13][C:14]([O:15][c:16]1[cH:17][cH:18][cH:19][cH:20][cH:21]1)=[O:22].[CH3:23][c:24]1[cH:25][c:26]([N:31]2[CH2:32][CH2:33][NH:34][CH2:35][CH2:36]2)[cH:27][c:28]([CH3:30])[cH:29]1>>[CH3:1][O:2][c:3]1[n:4][c:5]2[cH:6][cH:7][cH:8][cH:9][c:10]2[n:11][c:12]1[NH:13][C:14](=[O:22])[N:34]1[CH2:33][CH2:32][N:31]([c:26]2[cH:25][c:24]([CH3:23])[cH:29][c:28]([CH3:30])[cH:27]2)[CH2:36][CH2:35]1.